The task is: describe an organic reaction: reactants, conditions, products, and yield. This data is from the Open Reaction Database (ORD), a public repository of structured organic reaction records. Reactants: F[B-](F)(F)F, O=C([O-])[O-], O=C([O-])O, C[O+](C)C, ClCCl, Cc1ccc(SCC(O)(CC(C)(C)c2cc(F)ccc2C)C(F)(F)F)cc1, [K+], [K+], [Na+], O. The product is Cc1ccc(F)cc1C(C)(C)CC1(C(F)(F)F)CO1. RXN SMILES: [B-:28]([F:29])([F:30])([F:31])[F:32].[C:37](=[O:38])([O-:39])[O-:40].[C:43](=[O:44])([OH:45])[O-:46].[CH3:33][O+:34]([CH3:35])[CH3:36].[Cl:48][CH2:49][Cl:50].[F:1][C:2]([C:3]([CH2:4][C:5]([CH3:6])([CH3:7])[c:8]1[c:9]([CH3:15])[cH:10][cH:11][c:12]([F:14])[cH:13]1)([OH:16])[CH2:17][S:18][c:19]1[cH:20][cH:21][c:22]([CH3:23])[cH:24][cH:25]1)([F:26])[F:27].[K+:41].[K+:42].[Na+:47].[OH2:51]>>[F:1][C:2]([C:3]1([CH2:4][C:5]([CH3:6])([CH3:7])[c:8]2[c:9]([CH3:15])[cH:10][cH:11][c:12]([F:14])[cH:13]2)[O:16][CH2:17]1)([F:26])[F:27].